Task: describe an organic reaction: reactants, conditions, products, and yield. Dataset: the Open Reaction Database (ORD), a public repository of structured organic reaction records Starting materials: CC(C)C(NC(=O)OCc1ccccc1)C(=O)OCCn1cc(C(=O)O)ccc1=O, CCCC[N+](CCCC)(CCCC)CCCC, ClCI, C1COCCO1, [OH-]. The product is CC(C)C(NC(=O)OCc1ccccc1)C(=O)OCCn1cc(C(=O)OCCl)ccc1=O. Reaction SMILES: [C:1](=[O:2])([O:3][CH2:4][c:5]1[cH:6][cH:7][cH:8][cH:9][cH:10]1)[NH:11][CH:12]([CH:13]([CH3:14])[CH3:15])[C:16](=[O:17])[O:18][CH2:19][CH2:20][n:21]1[c:22](=[O:30])[cH:23][cH:24][c:25]([C:27](=[O:28])[OH:29])[cH:26]1.[CH2:32]([N+:33]([CH2:34][CH2:35][CH2:36][CH3:37])([CH2:38][CH2:39][CH2:40][CH3:41])[CH2:42][CH2:43][CH2:44][CH3:45])[CH2:46][CH2:47][CH3:48].[Cl:49][CH2:50][I:51].[O:52]1[CH2:53][CH2:54][O:55][CH2:56][CH2:57]1.[OH-:31]>>[C:1](=[O:2])([O:3][CH2:4][c:5]1[cH:6][cH:7][cH:8][cH:9][cH:10]1)[NH:11][CH:12]([CH:13]([CH3:14])[CH3:15])[C:16](=[O:17])[O:18][CH2:19][CH2:20][n:21]1[c:22](=[O:30])[cH:23][cH:24][c:25]([C:27]([O:28][CH2:50][Cl:49])=[O:29])[cH:26]1. The reactants are CN(C)CC1=CC2=C(CN(CC2)C(C2=CC(=CC=C2)C(C2=CC=CC=C2)=O)=O)O1 (N,N-Dimethyl-[6-(3-benzoylbenzoyl)-4,5,6,7-tetrahydrofuro[2,3-c]pyridin-2-ylmethyl]amine), Cl (hydrogen chloride). The solvent is CO (methanol), C(C)(=O)OCC (ethyl acetate). Yields the product Cl.CN(C)CC1=CC2=C(CN(CC2)C(C2=CC(=CC=C2)C(C2=CC=CC=C2)=O)=O)O1 (N,N-dimethyl-[6-(3-benzoylbenzoyl)-4,5,6,7-tetrahydrofuro[2,3-c]pyridin-2-ylmethyl]amine hydrochloride). As a reaction SMILES: [CH3:1][N:2]([CH2:4][C:5]1[O:29][C:8]2[CH2:9][N:10]([C:13](=[O:28])[C:14]3[CH:19]=[CH:18][CH:17]=[C:16]([C:20](=[O:27])[C:21]4[CH:26]=[CH:25][CH:24]=[CH:23][CH:22]=4)[CH:15]=3)[CH2:11][CH2:12][C:7]=2[CH:6]=1)[CH3:3].[ClH:30]>CO.C(OCC)(=O)C>[ClH:30].[CH3:3][N:2]([CH2:4][C:5]1[O:29][C:8]2[CH2:9][N:10]([C:13](=[O:28])[C:14]3[CH:19]=[CH:18][CH:17]=[C:16]([C:20](=[O:27])[C:21]4[CH:26]=[CH:25][CH:24]=[CH:23][CH:22]=4)[CH:15]=3)[CH2:11][CH2:12][C:7]=2[CH:6]=1)[CH3:1] |f:4.5|. Procedure: N,N-Dimethyl-[6-(3-benzoylbenzoyl)-4,5,6,7-tetrahydrofuro[2,3-c]pyridin-2-ylmethyl]amine 0.255 g was dissolved in 2 ml of methanol; hydrogen chloride in ethyl acetate was added in excess, followed by stirring. After this mixture was concentrated, the resulting solid was recrystallized from methanol-ethyl acetate to yield the desired product. Starting materials: C(CCC)[Li] (n-butyl lithium), C(CCCCC)Br (hexyl bromide), C1=CC=CC=2C3=CC=CC=C3CC12 (fluorene), resultant material. The solvent is CCCCCC (hexane), O1CCCC1 (tetrahydrofuran). Run at temperature -78 celsius, time 1 hour. The product is C(CCCCC)C1C2=CC=CC=C2C=2C=CC=CC12 (9-n-hexyl fluorene). RXN SMILES: [CH:1]1[C:13]2[CH2:12][C:11]3[C:6](=[CH:7][CH:8]=[CH:9][CH:10]=3)[C:5]=2[CH:4]=[CH:3][CH:2]=1.C([Li])CCC.[CH2:19](Br)[CH2:20][CH2:21][CH2:22][CH2:23][CH3:24]>O1CCCC1.CCCCCC>[CH2:19]([CH:12]1[C:11]2[CH:10]=[CH:9][CH:8]=[CH:7][C:6]=2[C:5]2[C:13]1=[CH:1][CH:2]=[CH:3][CH:4]=2)[CH2:20][CH2:21][CH2:22][CH2:23][CH3:24]. Procedure details: In a 2 liter three-neck flask equipped with a stirrer and a thermometer, 100 g (0.6 mol) of fluorene was dissolved in 1 l of tetrahydrofuran and the flask was cooled sufficiently to −78° C. With an injector, 264 ml (1.32 mol) of 2.5M n-butyl lithium which was diluted in hexane was slowly added dropwise into the flask. When the addition of the same was finished, the above cooled temperature was maintained for thirty minutes, and then the flask was stirred at room temperature for one hour. Then ag... The reactants are CCCCCCCCCCCCCCCCCCN, O=CC(O)C(O)C(O)C(O)CO. RXN SMILES: [CH2:13]([CH2:14][CH2:15][CH2:16][CH2:17][CH2:18][CH2:19][CH2:20][CH2:21][CH2:22][CH2:23][CH2:24][CH2:25][CH2:26][CH2:27][CH2:28][CH2:29][CH3:30])[NH2:31].[O:1]=[CH:2][CH:3]([OH:4])[CH:5]([OH:6])[CH:7]([OH:8])[CH:9]([OH:10])[CH2:11][OH:12]>>[CH:2]1([CH2:30][CH2:29][CH2:28][CH2:27][CH2:26][CH2:25][CH2:24][CH2:23][CH2:22][CH2:21][CH2:20][CH2:19][CH2:18][CH2:17][CH2:16][CH2:15][CH2:14][CH2:13][NH2:31])[CH:3]([OH:4])[CH:5]([OH:6])[CH:7]([OH:8])[CH:9]([CH2:11][OH:12])[O:10]1. The product is NCCCCCCCCCCCCCCCCCCC1OC(CO)C(O)C(O)C1O. The reactants are c1ccc(CSc2ncn(-c3ccccc3)n2)cc1, [Li]CCCC, N#CBr, C1CCOC1. The product is Brc1nc(SCc2ccccc2)nn1-c1ccccc1. As a reaction SMILES: [CH2:1]([c:2]1[cH:3][cH:4][cH:5][cH:6][cH:7]1)[S:8][c:9]1[n:10][n:11](-[c:14]2[cH:15][cH:16][cH:17][cH:18][cH:19]2)[cH:12][n:13]1.[CH2:20]([Li:21])[CH2:22][CH2:23][CH3:24].[N:25]#[C:26][Br:27].[O:28]1[CH2:29][CH2:30][CH2:31][CH2:32]1>>[CH2:1]([c:2]1[cH:3][cH:4][cH:5][cH:6][cH:7]1)[S:8][c:9]1[n:10][n:11](-[c:14]2[cH:15][cH:16][cH:17][cH:18][cH:19]2)[c:12]([Br:27])[n:13]1.